Dataset: the Open Reaction Database (ORD), a public repository of structured organic reaction records. Task: describe an organic reaction: reactants, conditions, products, and yield As a reaction SMILES: [CH2:1]([CH3:2])[O:3][C:4]([CH2:5][CH2:6][c:7]1[cH:8][o:9][c:10]2[c:11]1[cH:12][c:13]([CH:16]=[O:17])[cH:14][cH:15]2)=[O:18].[O:19]=[C:20]1[CH2:21][S:22][C:23](=[O:24])[NH:25]1>>[CH2:1]([CH3:2])[O:3][C:4]([CH2:5][CH2:6][c:7]1[cH:8][o:9][c:10]2[c:11]1[cH:12][c:13]([CH:16]=[C:21]1[C:20](=[O:19])[NH:25][C:23](=[O:24])[S:22]1)[cH:14][cH:15]2)=[O:18]. Product: CCOC(=O)CCc1coc2ccc(C=C3SC(=O)NC3=O)cc12. Reactants: CCOC(=O)CCc1coc2ccc(C=O)cc12, O=C1CSC(=O)N1. Starting materials: N([C@@H](C)C(=O)O)C(=O)OCC1=CC=CC=C1.C(O)CN.C(CCCCCCCCCCCCCCC)(=O)[O-] (Z-Ala Ethanolamine palmitate). Reagents/catalysts: [Pd] (palladium on charcoal). The solvent is C(C)O (ethanol). Product: N[C@@H](C)C(=O)O.C(O)CN.C(CCCCCCCCCCCCCCC)(=O)[O-] (Alanine Ethanolamine palmitate). As a reaction SMILES: [NH:1](C(OCC1C=CC=CC=1)=O)[C@H:2]([C:4]([OH:6])=[O:5])[CH3:3].[CH2:17]([CH2:19][NH2:20])[OH:18].[C:21]([O-:38])(=[O:37])[CH2:22][CH2:23][CH2:24][CH2:25][CH2:26][CH2:27][CH2:28][CH2:29][CH2:30][CH2:31][CH2:32][CH2:33][CH2:34][CH2:35][CH3:36]>[Pd].C(O)C>[NH2:1][C@H:2]([C:4]([OH:6])=[O:5])[CH3:3].[CH2:17]([CH2:19][NH2:20])[OH:18].[C:21]([O-:38])(=[O:37])[CH2:22][CH2:23][CH2:24][CH2:25][CH2:26][CH2:27][CH2:28][CH2:29][CH2:30][CH2:31][CH2:32][CH2:33][CH2:34][CH2:35][CH3:36] |f:0.1.2,5.6.7|. Reported procedure: Alanine-Ethanolamine-palmitate (AEP) was prepared by hydrogenation of Z-Ala-Ethanolamine-palmitate in a Parr hydrogenator in the presence of palladium on charcoal (10%) in ethanol. The removal of the benzyloxycarbonyl group was monitored by HPLC (System B). After removing the catalyst by filtration and evaporation of the solvent the title compound was obtained in quantitative yield. Reactants: O.O=C1C(=COC(=C1)CO)OCC(=O)OCC (ethyl 2-(4-oxo-6-hydroxymethyl-4H-pyran-3-yloxy)acetate monohydrate), N (ammonia). Conditions: temperature 120 celsius. The product is O=C1C(=CNC(=C1)CO)OCC(=O)O (2-(4-oxo-6-hydroxymethyl-1,4-dihydropyridin-3-yloxy)acetic acid). As a reaction SMILES: O.[O:2]=[C:3]1[CH:8]=[C:7]([CH2:9][OH:10])O[CH:5]=[C:4]1[O:11][CH2:12][C:13]([O:15]CC)=[O:14].[NH3:18]>>[O:2]=[C:3]1[CH:8]=[C:7]([CH2:9][OH:10])[NH:18][CH:5]=[C:4]1[O:11][CH2:12][C:13]([OH:15])=[O:14] |f:0.1|. Procedure: A mixture of ethyl 2-(4-oxo-6-hydroxymethyl-4H-pyran-3-yloxy)acetate monohydrate (10 g) in conc. ammonia was heated at 120° C. for 10 hours in a sealed vessel and the reaction mixture was concentrated. To the residue was added water and the resultant solution was adjusted to pH 1 to 2 with 10% hydrochloric acid. The resultant precipitates were washed with water and dried to give crystals (6 g) of 2-(4-oxo-6-hydroxymethyl-1,4-dihydropyridin-3-yloxy)acetic acid. Starting materials: NC1CCN(CC1)CC (4-amino-N-ethyl piperidine), [N+](=O)([O-])C=1C=C2C(C(=O)OC2=O)=CC1 (4-nitrophthalic anhydride), C([O-])(O)=O (bicarbonate). Solvent: C(Cl)(Cl)Cl (chloroform), C(Cl)(Cl)Cl (chloroform). The product is C(C)N1CCC(CC1)N1C(C=2C(C1=O)=CC(=CC2)[N+](=O)[O-])=O (1-Ethyl-4-(4-nitrophthalimido)piperidine). Isolated yield 16.5%. As a reaction SMILES: [NH2:1][CH:2]1[CH2:7][CH2:6][N:5]([CH2:8][CH3:9])[CH2:4][CH2:3]1.[N+:10]([C:13]1[CH:14]=[C:15]2[C:20](=O)[O:19][C:17](=[O:18])[C:16]2=[CH:22][CH:23]=1)([O-:12])=[O:11].C(=O)(O)[O-]>C(Cl)(Cl)Cl>[CH2:8]([N:5]1[CH2:6][CH2:7][CH:2]([N:1]2[C:20](=[O:19])[C:15]3=[CH:14][C:13]([N+:10]([O-:12])=[O:11])=[CH:23][CH:22]=[C:16]3[C:17]2=[O:18])[CH2:3][CH2:4]1)[CH3:9]. Procedure: 6.50 Grams (0.05 mole) of 4-amino-N-ethyl piperidine and 9.65 grams (0.05 mole) of 4-nitrophthalic anhydride were dissolved in 150 milliliters of chloroform and the solution was stirred for an hour at room temperature. The chloroform was evaporated and the solid dissolved in 50 milliliters of acetic anhydride and the solution was refluxed for an hour. The acetic anhydride was evaporated off and the dark red residue treated with isopropyl alcohol and the solvent evaporated. The residue which was ...